From a dataset of the Open Reaction Database (ORD), a public repository of structured organic reaction records. describe an organic reaction: reactants, conditions, products, and yield The reactants are C(C)(C)(C)OC(N[C@@H]([C@H](CC)C)CN(C(=O)[C@H]1[C@@H](C1)C1=NC=C(C=C1)F)C1=CC=C(C=C1)O[Si](C)(C)C(C)(C)C)=O ([(1S,2S)-1-({[4-(t-butyl-dimethyl-silanyloxy)-phenyl]-[(1R,2R)-2-(5-fluoro-pyridin-2-yl)-cyclopropanecarbonyl]-amino}-methyl)-2-methyl-butyl]-carbamic acid tert-butyl ester), CCCC[N+](CCCC)(CCCC)CCCC.[F-] (TBAF). Run in C1CCOC1 (THF), C1CCOC1 (THF), CCOC(=O)C (EtOAc). Run at time 2 hour. The product is C(C)(C)(C)OC(N[C@@H]([C@H](CC)C)CN(C1=CC=C(C=C1)O)C(=O)[C@H]1[C@@H](C1)C1=NC=C(C=C1)F)=O (((1S,2S)-1-{[[(1R,2R)-2-(5-Fluoro-pyridin-2-yl)-cyclopropanecarbonyl]-(4-hydroxy-phenyl)-amino]-methyl}-2-methyl-butyl)-carbamic acid tert-butyl ester). The yield is 66.7%. RXN SMILES: [C:1]([O:5][C:6](=[O:41])[NH:7][C@H:8]([CH2:13][N:14]([C:27]1[CH:32]=[CH:31][C:30]([O:33][Si](C(C)(C)C)(C)C)=[CH:29][CH:28]=1)[C:15]([C@@H:17]1[CH2:19][C@H:18]1[C:20]1[CH:25]=[CH:24][C:23]([F:26])=[CH:22][N:21]=1)=[O:16])[C@@H:9]([CH3:12])[CH2:10][CH3:11])([CH3:4])([CH3:3])[CH3:2].CCCC[N+](CCCC)(CCCC)CCCC.[F-]>C1COCC1.CCOC(C)=O>[C:1]([O:5][C:6](=[O:41])[NH:7][C@H:8]([CH2:13][N:14]([C:15]([C@@H:17]1[CH2:19][C@H:18]1[C:20]1[CH:25]=[CH:24][C:23]([F:26])=[CH:22][N:21]=1)=[O:16])[C:27]1[CH:28]=[CH:29][C:30]([OH:33])=[CH:31][CH:32]=1)[C@@H:9]([CH3:12])[CH2:10][CH3:11])([CH3:3])([CH3:4])[CH3:2] |f:1.2|. Reported procedure: To a solution of [(1S,2S)-1-({[4-(t-butyl-dimethyl-silanyloxy)-phenyl]-[(1R,2R)-2-(5-fluoro-pyridin-2-yl)-cyclopropanecarbonyl]-amino}-methyl)-2-methyl-butyl]-carbamic acid tert-butyl ester (190 mg) in THF (3 mL) was added TBAF in THF (1M, 1 mL) the resulting solution was stirred at rt for 2 h. The reaction mixture was diluted with EtOAc (30 mL) and washed with H2O (2×15 mL) and brine (15 mL). The EtOAc layer was dried (Na2SO4) and concentrated to give the titled compound (102 mg). MS (MH+ 472). Starting materials: C(CC)C=1N(C2=C(C=NC=3C=CC=CC23)N1)CCCC(=O)OCC (ethyl 4-(2-propyl-1H-imidazo[4,5-c]quinolin-1-yl)butyrate), C1=CC(=CC(=C1)Cl)C(=O)OO (m-CPBA). Yields the product [O-][N+]1=CC2=C(C=3C=CC=CC13)N(C(=N2)CCC)CCCC(=O)OCC (ethyl 4-(5-oxido-2-propyl-1H-imidazo[4,5-c]quinolin-1-yl)butyrate). RXN SMILES: [CH2:1]([C:4]1[N:5]([CH2:17][CH2:18][CH2:19][C:20]([O:22][CH2:23][CH3:24])=[O:21])[C:6]2[C:15]3[CH:14]=[CH:13][CH:12]=[CH:11][C:10]=3[N:9]=[CH:8][C:7]=2[N:16]=1)[CH2:2][CH3:3].C1C=C(Cl)C=C(C(OO)=[O:33])C=1>>[O-:33][N+:9]1[C:10]2[CH:11]=[CH:12][CH:13]=[CH:14][C:15]=2[C:6]2[N:5]([CH2:17][CH2:18][CH2:19][C:20]([O:22][CH2:23][CH3:24])=[O:21])[C:4]([CH2:1][CH2:2][CH3:3])=[N:16][C:7]=2[CH:8]=1. Reported procedure: The general method described in Steps 9 and 10 of Example 1 was used to aminate ethyl 4-(2-propyl-1H-imidazo[4,5-c]quinolin-1-yl)butyrate (8.20 g, 25.2 mmol, available from Step 3 of Example 17) by reaction with m-CPBA (14.1 g) to provide ethyl 4-(5-oxido-2-propyl-1H-imidazo[4,5-c]quinolin-1-yl)butyrate followed by reaction with p-toluenesulfonyl chloride (8.40 g, 44.1 mmol) and ammonium hydroxide solution (150 mL) to provide ethyl 4-(4-amino-2-propyl-1H-imidazo[4,5-c]quinolin-1-yl)butyrate as a... The reactants are C1CCNCC1, COc1ccc(C(OCC(NC(=O)CCCCCNC(=O)OCC2c3ccccc3-c3ccccc32)C(C)O)(c2ccccc2)c2ccccc2)cc1, CN(C)C=O. The product is COc1ccc(C(OCC(NC(=O)CCCCCN)C(C)O)(c2ccccc2)c2ccccc2)cc1. As a reaction SMILES: [CH2:54]1[CH2:55][CH2:56][NH:57][CH2:58][CH2:59]1.[CH3:1][O:2][c:3]1[cH:4][cH:5][c:6]([C:7]([c:8]2[cH:9][cH:10][cH:11][cH:12][cH:13]2)([c:14]2[cH:15][cH:16][cH:17][cH:18][cH:19]2)[O:20][CH2:21][CH:22]([NH:23][C:24]([CH2:25][CH2:26][CH2:27][CH2:28][CH2:29][NH:30][C:31]([O:32][CH2:33][CH:34]2[c:35]3[c:36]([cH:37][cH:38][cH:39][cH:40]3)-[c:41]3[c:42]2[cH:43][cH:44][cH:45][cH:46]3)=[O:47])=[O:48])[CH:49]([OH:50])[CH3:51])[cH:52][cH:53]1.[O:60]=[CH:61][N:62]([CH3:63])[CH3:64]>>[CH3:1][O:2][c:3]1[cH:4][cH:5][c:6]([C:7]([c:8]2[cH:9][cH:10][cH:11][cH:12][cH:13]2)([c:14]2[cH:15][cH:16][cH:17][cH:18][cH:19]2)[O:20][CH2:21][CH:22]([NH:23][C:24]([CH2:25][CH2:26][CH2:27][CH2:28][CH2:29][NH2:30])=[O:48])[CH:49]([OH:50])[CH3:51])[cH:52][cH:53]1. Starting materials: Brc1ccnc(Br)n1, O=C([O-])[O-], CN(C)S(N)(=O)=O, [Cs+], [Cs+], O=C(C=Cc1ccccc1)C=Cc1ccccc1, O=C(C=Cc1ccccc1)C=Cc1ccccc1, O=C(C=Cc1ccccc1)C=Cc1ccccc1, C1COCCO1, [Pd], [Pd]. Yields the product CN(C)S(=O)(=O)Nc1nccc(Br)n1. Reaction SMILES: [Br:1][c:2]1[n:3][cH:4][cH:5][c:6]([Br:8])[n:7]1.[C:16](=[O:17])([O-:18])[O-:19].[CH3:9][N:10]([S:11](=[O:12])(=[O:13])[NH2:14])[CH3:15].[Cs+:20].[Cs+:21].[O:24]=[C:25]([CH:26]=[CH:27][c:28]1[cH:29][cH:30][cH:31][cH:32][cH:33]1)[CH:34]=[CH:35][c:36]1[cH:37][cH:38][cH:39][cH:40][cH:41]1.[O:42]=[C:43]([CH:44]=[CH:45][c:46]1[cH:47][cH:48][cH:49][cH:50][cH:51]1)[CH:52]=[CH:53][c:54]1[cH:55][cH:56][cH:57][cH:58][cH:59]1.[O:60]=[C:61]([CH:62]=[CH:63][c:64]1[cH:65][cH:66][cH:67][cH:68][cH:69]1)[CH:70]=[CH:71][c:72]1[cH:73][cH:74][cH:75][cH:76][cH:77]1.[O:78]1[CH2:79][CH2:80][O:81][CH2:82][CH2:83]1.[Pd:22].[Pd:23]>>[c:2]1([NH:14][S:11]([N:10]([CH3:9])[CH3:15])(=[O:12])=[O:13])[n:3][cH:4][cH:5][c:6]([Br:8])[n:7]1. Reactants: B(OC(C)C)(OC(C)C)OC(C)C (triisopropyl borate), [Li+].CC(C)[N-]C(C)C.CCCCCCC.C1CCOC1.C(C)C1=CC=CC=C1 (LDA heptane THF ethylbenzene), C(C)(C)(C)OC(=O)N1CCC(CC1)N(C(=O)OC(C)(C)C)C=1C=C2C=CN(C2=CC1)C(=O)OC(C)(C)C (5-[1-(tert-butoxycarbonyl)-4-piperidyl-N-(tert-butoxycarbonyl)amino]-1-(tert-butoxycarbonyl)indole). Solvent: C1CCOC1 (THF). Product: C(C)(C)(C)OC(=O)N1CCC(CC1)NC=1C=C2C=CNC2=CC1 (5-[1-(tert-butoxycarbonyl)-4-piperidylamino]indole). The yield is 62.0%. As a reaction SMILES: [C:1]([O:5][C:6]([N:8]1[CH2:13][CH2:12][CH:11]([N:14]([C:22]2[CH:23]=[C:24]3[C:28](=[CH:29][CH:30]=2)[N:27](C(OC(C)(C)C)=O)[CH:26]=[CH:25]3)C(OC(C)(C)C)=O)[CH2:10][CH2:9]1)=[O:7])([CH3:4])([CH3:3])[CH3:2].B(OC(C)C)(OC(C)C)OC(C)C.[Li+].CC([N-]C(C)C)C.CCCCCCC.C1COCC1.C(C1C=CC=CC=1)C>C1COCC1>[C:1]([O:5][C:6]([N:8]1[CH2:13][CH2:12][CH:11]([NH:14][C:22]2[CH:23]=[C:24]3[C:28](=[CH:29][CH:30]=2)[NH:27][CH:26]=[CH:25]3)[CH2:10][CH2:9]1)=[O:7])([CH3:4])([CH3:2])[CH3:3] |f:2.3.4.5.6|. Procedure details: In a similar manner to Step 2 of Reference Example 1, 5-[1-(tert-butoxycarbonyl)-4-piperidyl-N-(tert-butoxycarbonyl)amino]-1-(tert-butoxycarbonyl)indole (320 mg, 0.621 mmol) was dissolved in THF (5 mL), and the solution was treated with triisopropyl borate (0.215 mL, 0.932 mmol) and LDA-heptane/THF/ethylbenzene solution (2.0 mol/L, 0.776 mL, 1.55 mmol), followed by purification by slurry using hexane to obtain Compound BQ (177 mg, yield 62%).